Dataset: the Open Reaction Database (ORD), a public repository of structured organic reaction records. Task: describe an organic reaction: reactants, conditions, products, and yield Reactants: FC(CCC=1OC2=C(C1)C=C(C=C2)[N+](=O)[O-])(F)F (2-(3,3,3-trifluoropropyl)-5-nitrobenzofuran), [BH4-].[Na+] (sodium borohydride), O (water). The reagents and catalysts are CCCCCCCC[N+](C)(CCCCCCCC)CCCCCCCC.[Cl-] (Adogen 464), [Pd] (palladium on carbon). The solvent is ClCCl (dichloromethane). Yields the product NC=1C=CC2=C(C=C(O2)CCC(F)(F)F)C1 (5-Amino-2-(3,3,3-trifluoropropyl)benzofuran). RXN SMILES: [F:1][C:2]([F:18])([F:17])[CH2:3][CH2:4][C:5]1[O:6][C:7]2[CH:13]=[CH:12][C:11]([N+:14]([O-])=O)=[CH:10][C:8]=2[CH:9]=1.[BH4-].[Na+].O>CCCCCCCC[N+](CCCCCCCC)(CCCCCCCC)C.[Cl-].[Pd].ClCCl>[NH2:14][C:11]1[CH:12]=[CH:13][C:7]2[O:6][C:5]([CH2:4][CH2:3][C:2]([F:18])([F:1])[F:17])=[CH:9][C:8]=2[CH:10]=1 |f:1.2,4.5|. Procedure: A mixture of 2.4 g (9.2 mmol) of 2-(3,3,3-trifluoropropyl)-5-nitrobenzofuran, 0.65 g (17 mmol) of sodium borohydride, 45 mg of Adogen 464 and 0.38 g of 10% palladium on carbon containing 50% of water is stirred for 5 hours in 95 ml of dichloromethane and 48 ml of water, then it is filtered on silica and the silica is rinsed with ethanol. The filtrate is then concentrated under reduced pressure and coevaporated with toluene. After chromatography of the residue on a silica column using a 0-30% mix... Starting materials: Cl.FC=1C=C(CN2N=CC(=C2)C2=CN(C3=NC=C(C=C32)C3=CC=C(C=C3)C3CCNCC3)S(=O)(=O)C3=CC=C(C)C=C3)C=CC1 (3-(1-(3-fluorobenzyl)-1H-pyrazol-4-yl)-5-(4-(piperidin-4-yl)phenyl)-1-tosyl-1H-pyrrolo[2,3-b]pyridine hydrochloride), N1=CC=C(C=C1)CN1N=CC(=C1)C1=CN(C2=NC=C(C=C21)C2=CC=C(C=C2)C2CCN(CC2)C(=O)OC(C)(C)C)S(=O)(=O)C2=CC=C(C)C=C2 (tert-butyl 4-(4-(3-(1-(pyridin-4-ylmethyl)-1H-pyrazol-4-yl)-1-tosyl-1H-pyrrolo[2,3-b]pyridin-5-yl)phenyl)piperidine-1-carboxylate), [OH-].[Li+] (lithium hydroxide). Solvent: C1CCOC1.CO.O (THF methanol water). Yields the product N1=CC=C(C=C1)CN1N=CC(=C1)C1=CNC2=NC=C(C=C21)C2=CC=C(C=C2)C2CCN(CC2)C(=O)OC(C)(C)C (tert-butyl 4-(4-(3-(1-(pyridin-4-ylmethyl)-1H-pyrazol-4-yl)-1H-pyrrolo[2,3-b]pyridin-5-yl)phenyl)piperidine-1-carboxylate). The yield is 99.6%. As a reaction SMILES: Cl.FC1C=C(C=CC=1)CN1C=C(C2C3C(=NC=C(C4C=CC(C5CCNCC5)=CC=4)C=3)N(S(C3C=CC(C)=CC=3)(=O)=O)C=2)C=N1.[N:46]1[CH:51]=[CH:50][C:49]([CH2:52][N:53]2[CH:57]=[C:56]([C:58]3[C:66]4[C:61](=[N:62][CH:63]=[C:64]([C:67]5[CH:72]=[CH:71][C:70]([CH:73]6[CH2:78][CH2:77][N:76]([C:79]([O:81][C:82]([CH3:85])([CH3:84])[CH3:83])=[O:80])[CH2:75][CH2:74]6)=[CH:69][CH:68]=5)[CH:65]=4)[N:60](S(C4C=CC(C)=CC=4)(=O)=O)[CH:59]=3)[CH:55]=[N:54]2)=[CH:48][CH:47]=1.[OH-].[Li+]>C1COCC1.CO.O>[N:46]1[CH:47]=[CH:48][C:49]([CH2:52][N:53]2[CH:57]=[C:56]([C:58]3[C:66]4[C:61](=[N:62][CH:63]=[C:64]([C:67]5[CH:68]=[CH:69][C:70]([CH:73]6[CH2:74][CH2:75][N:76]([C:79]([O:81][C:82]([CH3:85])([CH3:84])[CH3:83])=[O:80])[CH2:77][CH2:78]6)=[CH:71][CH:72]=5)[CH:65]=4)[NH:60][CH:59]=3)[CH:55]=[N:54]2)=[CH:50][CH:51]=1 |f:0.1,3.4,5.6.7|. Reported procedure: Using similar reaction conditions as described in step-iii of example-1, tert-butyl 4-(4-(3-(1-(pyridin-4-ylmethyl)-1H-pyrazol-4-yl)-1-tosyl-1H-pyrrolo[2,3-b]pyridin-5-yl)phenyl)piperidine-1-carboxylate (142 mg, 0.206 mmol) was hydrolyzed with lithium hydroxide (43 mg, 1.030 mmol) in THF/methanol/water (4/4/2 mL) to yield 120 mg (99.6% yield). MS: m/z=535.3 (M+1). Reactants: C(C1=CC=CC=C1)(C1=CC=CC=C1)N1CC(C1)C#N (1-Benzhydryl-azetidine-3-carbonitrile), solution, ClC1=CC=C(C=C1)[Mg]Br (4-chlorophenylmagnesium bromide), C(C)OCC (diethylether). The solvent is ClC1=CC=CC=C1 (chlorobenzene). Run at temperature 60 celsius, time 18 hour. Yields the product C(C1=CC=CC=C1)(C1=CC=CC=C1)N1CC(C1)C(=O)C1=CC=C(C=C1)Cl ((1-Benzhydryl-azetidin-3-yl)-(4-chloro-phenyl)-methanone). As a reaction SMILES: [CH:1]([N:14]1[CH2:17][CH:16]([C:18]#N)[CH2:15]1)([C:8]1[CH:13]=[CH:12][CH:11]=[CH:10][CH:9]=1)[C:2]1[CH:7]=[CH:6][CH:5]=[CH:4][CH:3]=1.[Cl:20][C:21]1[CH:26]=[CH:25][C:24]([Mg]Br)=[CH:23][CH:22]=1.C([O:31]CC)C>ClC1C=CC=CC=1>[CH:1]([N:14]1[CH2:17][CH:16]([C:18]([C:24]2[CH:25]=[CH:26][C:21]([Cl:20])=[CH:22][CH:23]=2)=[O:31])[CH2:15]1)([C:8]1[CH:13]=[CH:12][CH:11]=[CH:10][CH:9]=1)[C:2]1[CH:7]=[CH:6][CH:5]=[CH:4][CH:3]=1. Procedure: A solution of 1-Benzhydryl-azetidine-3-carbonitrile (23.6 g, 95 mmol) in chlorobenzene (250 ml) under nitrogen is treated with a 1.0 M solution of 4-chlorophenylmagnesium bromide in diethylether (100 ml, 100 mmol) over one hour, ensuring the temperature does not exceed 30° C. The stirred reaction mixture is heated to 60° C. for 1 hour, then cooled back to ambient temperature and quenched with a saturated aqueous solution of ammonium chloride (250 ml). The organic phase is washed with brine, drie... Reactants: C[Si](C)(C)C#C (trimethylsilylacetylene), C(CCC)[Li] (n-butyllithium), C(C)(=O)N1CCC(CC1)=O (1-acetyl-4-piperidone), resultant mixture, [Cl-].[NH4+] (ammonium chloride). Run in O1CCCC1 (tetrahydrofuran), O1CCCC1 (tetrahydrofuran), CCCCCC (n-hexane), C(C)(=O)O (acetic acid), C(C)(=O)OCC (ethyl acetate). Reaction conditions: temperature -78 celsius, time 30 minute. The product is C(C)(=O)N1CCC(CC1)(C#C[Si](C)(C)C)O (1-acetyl-4-hydroxy-4-(2-trimethylsilylethynyl)piperidine). As a reaction SMILES: [CH3:1][Si:2]([C:5]#[CH:6])([CH3:4])[CH3:3].C([Li])CCC.[C:12]([N:15]1[CH2:20][CH2:19][C:18](=[O:21])[CH2:17][CH2:16]1)(=[O:14])[CH3:13].[Cl-].[NH4+]>O1CCCC1.CCCCCC.C(OCC)(=O)C.C(O)(=O)C>[C:12]([N:15]1[CH2:20][CH2:19][C:18]([OH:21])([C:6]#[C:5][Si:2]([CH3:4])([CH3:3])[CH3:1])[CH2:17][CH2:16]1)(=[O:14])[CH3:13] |f:3.4|. Reported procedure: To a solution of trimethylsilylacetylene (17 ml) in tetrahydrofuran (100 ml) were added successively a solution of n-butyllithium in n-hexane (1.50M, 81 ml) and a solution of 1-acetyl-4-piperidone (11.5 g) in tetrahydrofuran (15 ml) at -78° C. After stirring at -78° C. for 30 minutes, to the mixture was added acetic acid (5.0 ml) and the resultant mixture was taken up into a mixture of aqueous ammonium chloride (300 ml) and ethyl acetate (300 ml) at 0° C. The organic layer was separated and wash... Reactants: NC1=C(C=C(C=C1)C1=NNC(SC1C)=O)[N+](=O)[O-] (5-(4-amino-3-nitrophenyl)-6-methyl-3,6-dihydro-2H-1,3,4-thiadiazin-2-one). The reagents and catalysts are [Ni] (Raney nickel). Solvent: CO (methanol). Yields the product NC=1C=C(C=CC1N)C1=NNC(SC1C)=O (5-(3,4-diaminophenyl)-6-methyl-3,6-dihydro-2H-1,3,4-thiadiazin-2-one). Yield: 86.4%. Reaction SMILES: [NH2:1][C:2]1[CH:7]=[CH:6][C:5]([C:8]2[CH:13]([CH3:14])[S:12][C:11](=[O:15])[NH:10][N:9]=2)=[CH:4][C:3]=1[N+:16]([O-])=O>[Ni].CO>[NH2:16][C:3]1[CH:4]=[C:5]([C:8]2[CH:13]([CH3:14])[S:12][C:11](=[O:15])[NH:10][N:9]=2)[CH:6]=[CH:7][C:2]=1[NH2:1]. Procedure: 13.7 g (51.4 mM) of 5-(4-amino-3-nitrophenyl)-6-methyl-3,6-dihydro-2H-1,3,4-thiadiazin-2-one are placed under a hydrogen atmosphere at 3 bar for 4 hours in the presence of 24 g of Raney nickel in 280 ml of methanol. The reaction medium is then filtered and the filtrate is concentrated under vacuum to give 10.5 g of 5-(3,4-diaminophenyl)-6-methyl-3,6-dihydro-2H-1,3,4-thiadiazin-2-one in the form of a solid, which is treated with diisopropyl ether, filtered off and stored under argon at low temper... Reactants: C1(CCCC1)N1C(NC2=C1C=C(C=C2)OCC)=O (3- cyclopentyl-5-ethoxy-1,3-dihydro-2H-benzimidazol-2-one), COC(=O)C1=CC(=C(C=C1)S(=O)(=O)Cl)OC (4-methoxycarbonyl-2-methoxybenzenesulfonyl chloride). The product is C1(CCCC1)N1C(N(C2=C1C=C(C=C2)OCC)S(=O)(=O)C2=C(C=C(C(=O)OC)C=C2)OC)=O (Methyl 4-[3-cyclopentyl-5-ethoxy-2,3-dihydro-2-oxo-1H-benzimidazol-1-yl]sulfonyl-3-methoxybenzoate). The yield is 72.7%. RXN SMILES: [CH:1]1([N:6]2[C:10]3[CH:11]=[C:12]([O:15][CH2:16][CH3:17])[CH:13]=[CH:14][C:9]=3[NH:8][C:7]2=[O:18])[CH2:5][CH2:4][CH2:3][CH2:2]1.[CH3:19][O:20][C:21]([C:23]1[CH:28]=[CH:27][C:26]([S:29](Cl)(=[O:31])=[O:30])=[C:25]([O:33][CH3:34])[CH:24]=1)=[O:22]>>[CH:1]1([N:6]2[C:10]3[CH:11]=[C:12]([O:15][CH2:16][CH3:17])[CH:13]=[CH:14][C:9]=3[N:8]([S:29]([C:26]3[CH:27]=[CH:28][C:23]([C:21]([O:20][CH3:19])=[O:22])=[CH:24][C:25]=3[O:33][CH3:34])(=[O:31])=[O:30])[C:7]2=[O:18])[CH2:2][CH2:3][CH2:4][CH2:5]1. Reported procedure: This compound is prepared by the procedure described in EXAMPLE 107 step A) starting from 1 g of 3- cyclopentyl-5-ethoxy-1,3-dihydro-2H-benzimidazol-2-one and 1.2 g of 4-methoxycarbonyl-2-methoxybenzenesulfonyl chloride. It is chromatographed on silica using a DCM/AcOEt mixture (95/5; v/v) as the eluent to give 1.4 g of the expected product. M.p.=151° C. The reactants are resultant mixture, C([O-])([O-])=O.[K+].[K+] (potassium carbonate), C(C)(C)(C)OC(=O)N=C1SC(=CN1C1=CC(=CC=C1)C(F)(F)F)CC (2-(t-butoxycarbonylimino)-3-(3-trifluoromethylphenyl)-5-ethylthiazoline), FC(C(=O)O)(F)F (trifluoroacetic acid), O (water). The solvent is C(Cl)(Cl)Cl (chloroform). Conditions: time 3 hour. Product: N=C1SC(=CN1C1=CC(=CC=C1)C(F)(F)F)CC (2-imino-3- (3-trifluoromethylphenyl) -5-ethylthiazoline). The yield is 41.0%. As a reaction SMILES: C(OC([N:8]=[C:9]1[N:13]([C:14]2[CH:19]=[CH:18][CH:17]=[C:16]([C:20]([F:23])([F:22])[F:21])[CH:15]=2)[CH:12]=[C:11]([CH2:24][CH3:25])[S:10]1)=O)(C)(C)C.FC(F)(F)C(O)=O.O.C(=O)([O-])[O-].[K+].[K+]>C(Cl)(Cl)Cl>[NH:8]=[C:9]1[N:13]([C:14]2[CH:19]=[CH:18][CH:17]=[C:16]([C:20]([F:23])([F:21])[F:22])[CH:15]=2)[CH:12]=[C:11]([CH2:24][CH3:25])[S:10]1 |f:3.4.5|. Reported procedure: A mixture of 2-(t-butoxycarbonylimino)-3-(3-trifluoromethylphenyl)-5-ethylthiazoline (1 g) and trifluoroacetic acid (3 g) in chloroform (20 ml) was stirred at room temperature for 3 hours, followed by addition of water (50 ml) thereto. The resultant mixture was neutralized with potassium carbonate, extracted with chloroform and dried over anhydrous magnesium sulfate. The solvent was removed by distillation under reduced pressure, and the residue was subjected to column chromatography to give 0.3... RXN SMILES: [C:24](=[O:25])([O-:26])[O-:27].[Cl-:30].[Cl:31][c:32]1[cH:33][cH:34][c:35]([S:38](=[O:39])(=[O:40])[OH:41])[cH:36][cH:37]1.[K+:28].[K+:29].[NH2:1][CH2:2][CH2:3][c:4]1[cH:5][cH:6][c:7]([CH:10]([CH2:11][CH2:12][CH2:13][CH2:14][C:15](=[O:16])[OH:17])[c:18]2[cH:19][n:20][cH:21][cH:22][cH:23]2)[cH:8][cH:9]1.[O:42]1[CH2:43][CH2:44][O:45][CH2:46][CH2:47]1>>[NH:1]([CH2:2][CH2:3][c:4]1[cH:5][cH:6][c:7]([CH:10]([CH2:11][CH2:12][CH2:13][CH2:14][C:15](=[O:16])[OH:17])[c:18]2[cH:19][n:20][cH:21][cH:22][cH:23]2)[cH:8][cH:9]1)[S:38]([c:35]1[cH:34][cH:33][c:32]([Cl:31])[cH:37][cH:36]1)(=[O:39])=[O:40]. Product: O=C(O)CCCCC(c1ccc(CCNS(=O)(=O)c2ccc(Cl)cc2)cc1)c1cccnc1. Reactants: O=C([O-])[O-], [Cl-], O=S(=O)(O)c1ccc(Cl)cc1, [K+], [K+], NCCc1ccc(C(CCCCC(=O)O)c2cccnc2)cc1, C1COCCO1. The product is C1NC[C@@H]2CC=CC[C@H]12 ((cis)-2,3,3a,4,7,7a-hexahydro-1H-isoindole). Procedure: A suspension of lithium aluminum hydride (21.4 g, 0.562 mol) in THF (700 mL) at room temperature was treated with cis-1,2,3,6-tetrahydrophthalimide (Aldrich; 37 g, 0.245 mol) in small portions. The reaction mixture was stirred at 60° C. overnight then cooled to room temperature and quenched carefully by the sequential addition of water (22 mL), THF (22 mL), 15% aqueous KOH (22 mL), and water (80 mL). The mixture was diluted with diethyl ether (100 mL), stirred at room temperature for 1 hour, and... Conditions: temperature 60 celsius, time 8 hour. The solvent is C1CCOC1 (THF). Reaction SMILES: [H-].[Al+3].[Li+].[H-].[H-].[H-].[C:7]1(=O)[NH:11][C:10](=O)[C@H:9]2[CH2:13][CH:14]=[CH:15][CH2:16][C@@H:8]12>C1COCC1>[CH2:10]1[C@@H:9]2[C@@H:8]([CH2:16][CH:15]=[CH:14][CH2:13]2)[CH2:7][NH:11]1 |f:0.1.2.3.4.5|. The reactants are [H-].[Al+3].[Li+].[H-].[H-].[H-] (lithium aluminum hydride), C1([C@H]2[C@@H](C(N1)=O)CC=CC2)=O (cis-1,2,3,6-tetrahydrophthalimide). The yield is 86.5%.